Dataset: the Open Reaction Database (ORD), a public repository of structured organic reaction records. Task: describe an organic reaction: reactants, conditions, products, and yield Reactants: C(C)OC(C1=CC=C(C=C1)[Mg]Br)OCC (4-diethoxymethylphenylmagnesium bromide), S(O)(O)(=O)=O (sulfuric acid), B(OCCCC)(OCCCC)OCCCC (tri-n-butyl borate), C(C)(C)(C)OC (methyl t-butyl ether). The solvent is C1CCOC1 (THF), O1CCCC1 (tetrahydrofuran). Conditions: temperature -50 celsius, time 1 hour. Product: C(=O)C1=CC=C(C=C1)B(O)O (4-Formylphenylboronic Acid). RXN SMILES: [B:1](OCCCC)([O:7]CCCC)[O:2]CCCC.C([O:19][CH:20](OCC)[C:21]1[CH:26]=[CH:25][C:24]([Mg]Br)=[CH:23][CH:22]=1)C.C(OC)(C)(C)C.S(=O)(=O)(O)O>O1CCCC1>[CH:20]([C:21]1[CH:26]=[CH:25][C:24]([B:1]([OH:7])[OH:2])=[CH:23][CH:22]=1)=[O:19]. Procedure: Using a method based on that in Liebigs Ann. 1995, 1253-1257, a solution of 120 g of tri-n-butyl borate in 250 g of dry tetrahydrofuran was placed under nitrogen in a dried 2 l flask fitted with a dropping funnel and cooled to -50° C. 535 g of a 26.5% strength solution of 4-diethoxymethylphenylmagnesium bromide in THF are then added dropwise at such a rate that the internal temperature does not exceed −40 to −50° C. The mixture is subsequently stirred at −50° C for another 1 hour. 1 l of methyl ...